From a dataset of the Open Reaction Database (ORD), a public repository of structured organic reaction records. describe an organic reaction: reactants, conditions, products, and yield The reactants are COC1=CC=C(C=C1)N1N=C(C=C1)C(=O)OCC (1-[(4-methoxy)phenyl]-3-(ethoxycarbonyl)-1H-pyrazole), [OH-].[K+] (potassium hydroxide). Solvent: C1CCOC1 (THF), O (water). Product: COC1=CC=C(C=C1)N1N=CC=C1 (1-[(4-methoxy)phenyl]-1H-pyrazole). Yield: 142.5%. As a reaction SMILES: [CH3:1][O:2][C:3]1[CH:8]=[CH:7][C:6]([N:9]2[CH:13]=[CH:12][C:11](C(OCC)=O)=[N:10]2)=[CH:5][CH:4]=1.[OH-].[K+]>C1COCC1.O>[CH3:1][O:2][C:3]1[CH:4]=[CH:5][C:6]([N:9]2[CH:13]=[CH:12][CH:11]=[N:10]2)=[CH:7][CH:8]=1 |f:1.2|. Procedure: To a solution 1-[(4-methoxy)phenyl]-3-(ethoxycarbonyl)-1H-pyrazole-5-[(4-(N-pyrrolidinocarbonyl)phenyl)carboxyamide (2.05 g, 4.43 mmol) in 10 mL of THF and 10 mL of water was added potassium hydroxide (0.32 g, 5.76 mmol). The resulting solution was stirred at ambient temperature for 18. The THF was removed in vacuo and the aqueous was extracted with ether to remove unreacted ester. The aqueous layer was acidified with HCl and extracted with ethyl acetate. The organics were washed with brine, dri... Reactants: BrC1=C(C=C(C(=C1)OC)F)[N+](=O)[O-] (1-bromo-4-fluoro-5-methoxy-2-nitrobenzene), Pt on-carbon. Solvent: C1CCOC1 (THF). Product: BrC1=C(N)C=C(C(=C1)OC)F (2-bromo-5-fluoro-4-methoxyaniline). As a reaction SMILES: [Br:1][C:2]1[CH:7]=[C:6]([O:8][CH3:9])[C:5]([F:10])=[CH:4][C:3]=1[N+:11]([O-])=O>C1COCC1>[Br:1][C:2]1[CH:7]=[C:6]([O:8][CH3:9])[C:5]([F:10])=[CH:4][C:3]=1[NH2:11]. Procedure: Combine 1-bromo-4-fluoro-5-methoxy-2-nitrobenzene (20.5 g, 82 mmol)and Pt-on-carbon (sulfided) in THF (600 mL) and hydrogenate at 60 psi (414 kPa) over for 4 hours. Filter the reaction through celite to remove the catalyst and remove the solvent to give 2-bromo-5-fluoro-4-methoxyaniline as a brown solid which may taken on without further purification. Starting materials: [Li]CCCC, C1CCOC1, CCOCC, C#Cc1ccc2c(c1)C(C)(C)CCC2(C)C, C=CCOC(=O)c1ccc(C(=O)N(C)C)cc1, [Cl-], [NH4+]. Product: C=CCOC(=O)c1ccc(C(=O)C#Cc2ccc3c(c2)C(C)(C)CCC3(C)C)cc1. As a reaction SMILES: [CH2:17]([Li:18])[CH2:19][CH2:20][CH3:21].[CH2:41]1[O:42][CH2:43][CH2:44][CH2:45]1.[CH2:46]([O:47][CH2:48][CH3:49])[CH3:50].[CH3:1][C:2]1([CH3:16])[c:3]2[cH:4][cH:5][c:6]([C:14]#[CH:15])[cH:7][c:8]2[C:9]([CH3:12])([CH3:13])[CH2:10][CH2:11]1.[CH3:22][N:23]([C:24](=[O:25])[c:26]1[cH:27][cH:28][c:29]([C:30](=[O:31])[O:32][CH2:33][CH:34]=[CH2:35])[cH:36][cH:37]1)[CH3:38].[Cl-:39].[NH4+:40]>>[CH3:1][C:2]1([CH3:16])[c:3]2[cH:4][cH:5][c:6]([C:14]#[C:15][C:24](=[O:25])[c:26]3[cH:27][cH:28][c:29]([C:30](=[O:31])[O:32][CH2:33][CH:34]=[CH2:35])[cH:36][cH:37]3)[cH:7][c:8]2[C:9]([CH3:12])([CH3:13])[CH2:10][CH2:11]1.